From a dataset of the Open Reaction Database (ORD), a public repository of structured organic reaction records. describe an organic reaction: reactants, conditions, products, and yield Reactants: CCOC(=O)C(F)(F)Br, C[Si](C)(C)Cl, C1CCOC1, [Zn], c1csc(CCNCn2nnc3ccccc32)c1. Product: CCOC(=O)C(F)(F)CNCCc1cccs1. Reaction SMILES: [Br:6][C:7]([C:8](=[O:9])[O:10][CH2:11][CH3:12])([F:13])[F:14].[Cl:1][Si:2]([CH3:3])([CH3:4])[CH3:5].[O:33]1[CH2:34][CH2:35][CH2:36][CH2:37]1.[Zn:38].[n:15]1([CH2:24][NH:25][CH2:26][CH2:27][c:28]2[s:29][cH:30][cH:31][cH:32]2)[c:16]2[cH:17][cH:18][cH:19][cH:20][c:21]2[n:22][n:23]1>>[C:7]([C:8](=[O:9])[O:10][CH2:11][CH3:12])([F:13])([F:14])[CH2:24][NH:25][CH2:26][CH2:27][c:28]1[s:29][cH:30][cH:31][cH:32]1. Starting materials: CCOC(=O)COCc1noc(C(CCCC2CCCCC2)CC(=O)OC(C)(C)C)n1, ClCCl, O=C(O)C(F)(F)F. As a reaction SMILES: [CH:1]1([CH2:7][CH2:8][CH2:9][CH:10]([CH2:11][C:12](=[O:13])[O:14][C:15]([CH3:16])([CH3:17])[CH3:18])[c:19]2[n:20][c:21]([CH2:24][O:25][CH2:26][C:27](=[O:28])[O:29][CH2:30][CH3:31])[n:22][o:23]2)[CH2:2][CH2:3][CH2:4][CH2:5][CH2:6]1.[Cl:39][CH2:40][Cl:41].[OH:32][C:33]([C:34]([F:35])([F:36])[F:37])=[O:38]>>[CH:1]1([CH2:7][CH2:8][CH2:9][CH:10]([CH2:11][C:12](=[O:13])[OH:14])[c:19]2[n:20][c:21]([CH2:24][O:25][CH2:26][C:27](=[O:28])[O:29][CH2:30][CH3:31])[n:22][o:23]2)[CH2:2][CH2:3][CH2:4][CH2:5][CH2:6]1. Product: CCOC(=O)COCc1noc(C(CCCC2CCCCC2)CC(=O)O)n1.